The task is: describe an organic reaction: reactants, conditions, products, and yield. This data is from the Open Reaction Database (ORD), a public repository of structured organic reaction records. Starting materials: COC(=O)c1cccc(N2C(=O)OCC2C(C)C)c1, O=C(O)c1cccc(N2CCOC2=O)c1. Yields the product CC(C)C1COC(=O)N1c1cccc(C(=O)O)c1. Reaction SMILES: [CH3:1][O:2][C:3]([c:4]1[cH:5][c:6]([N:10]2[C:11](=[O:18])[O:12][CH2:13][CH:14]2[CH:15]([CH3:16])[CH3:17])[cH:7][cH:8][cH:9]1)=[O:19].[O:20]=[C:21]1[N:22]([c:23]2[cH:24][c:25]([C:29]([OH:30])=[O:31])[cH:26][cH:27][cH:28]2)[CH2:32][CH2:33][O:34]1>>[O:2]=[C:3]([c:4]1[cH:5][c:6]([N:10]2[C:11](=[O:18])[O:12][CH2:13][CH:14]2[CH:15]([CH3:16])[CH3:17])[cH:7][cH:8][cH:9]1)[OH:19]. The reactants are COC(C1=CC=C(C=C1)C(=O)N1[C@@H]([C@@]([C@@H](C1)CC(C)(C)C)(C#N)C1=C(C=C(C=C1)Cl)F)C1=C(C(=CC=C1)Cl)F)=O (rac-4-[(2S,3S,4S)-2-(3-chloro-2-fluoro-phenyl)-3-(4-chloro-2-fluoro-phenyl)-3-cyano-4-(2,2-dimethyl-propyl)-pyrrolidine-1-carbonyl]-benzoic acid methyl ester), [BH4-].[Na+] (NaBH4), [Li+].[Cl-] (LiCl). The solvent is CCO (EtOH), C1CCOC1 (THF). Conditions: time 8 hour. The product is ClC=1C(=C(C=CC1)C1N(CC(C1(C#N)C1=C(C=C(C=C1)Cl)F)CC(C)(C)C)C(C1=CC=C(C=C1)CO)=O)F (rac-(2S,3S,4S)-2-(3-chloro-2-fluoro-phenyl)-3-(4-chloro-2-fluoro-phenyl)-4-(2,2-dimethyl-propyl)-1-(4-hydroxymethyl-benzoyl)-pyrrolidine-3-carbonitrile). Yield: 4.6%. As a reaction SMILES: C[O:2][C:3](=O)[C:4]1[CH:9]=[CH:8][C:7]([C:10]([N:12]2[CH2:16][C@@H:15]([CH2:17][C:18]([CH3:21])([CH3:20])[CH3:19])[C@@:14]([C:24]3[CH:29]=[CH:28][C:27]([Cl:30])=[CH:26][C:25]=3[F:31])([C:22]#[N:23])[C@H:13]2[C:32]2[CH:37]=[CH:36][CH:35]=[C:34]([Cl:38])[C:33]=2[F:39])=[O:11])=[CH:6][CH:5]=1.[BH4-].[Na+].[Li+].[Cl-]>CCO.C1COCC1>[Cl:38][C:34]1[C:33]([F:39])=[C:32]([CH:13]2[C:14]([C:24]3[CH:29]=[CH:28][C:27]([Cl:30])=[CH:26][C:25]=3[F:31])([C:22]#[N:23])[CH:15]([CH2:17][C:18]([CH3:21])([CH3:20])[CH3:19])[CH2:16][N:12]2[C:10](=[O:11])[C:7]2[CH:6]=[CH:5][C:4]([CH2:3][OH:2])=[CH:9][CH:8]=2)[CH:37]=[CH:36][CH:35]=1 |f:1.2,3.4|. Reported procedure: To a solution of rac-4-[(2S,3S,4S)-2-(3-chloro-2-fluoro-phenyl)-3-(4-chloro-2-fluoro-phenyl)-3-cyano-4-(2,2-dimethyl-propyl)-pyrrolidine-1-carbonyl]-benzoic acid methyl ester (130.0 mg, 0.222 mmol) in EtOH (1.0 mL) and THF (1.0 mL) was added NaBH4 (36.0 mg, 0.96 mmol) and LiCl (40.7 mg, 0.96 mmol). The reaction mixture was stirred at rt overnight. Work up and the residue was purified by RP-HPLC to give rac-(2S,3S,4S)-2-(3-chloro-2-fluoro-phenyl)-3-(4-chloro-2-fluoro-phenyl)-4-(2,2-dimethyl-propy... Starting materials: [N+](=O)([O-])C1=CC=C(COC(=O)C2CCC3=CC=CC=C23)C=C1 (indan-1-carboxylic acid 4-nitro-benzyl ester), ClS(=O)(=O)O (chlorosulfonic acid), ice water. The solvent is C(Cl)(Cl)Cl (CHCl3). Run at time 16 hour. Yields the product [N+](=O)([O-])C1=CC=C(COC(=O)C2CCC3=CC=C(C=C23)S(=O)(=O)Cl)C=C1 (6-chlorosulfonyl-indan-1-carboxylic acid 4-nitro-benzyl ester). The yield is 26.2%. As a reaction SMILES: [N+:1]([C:4]1[CH:22]=[CH:21][C:7]([CH2:8][O:9][C:10]([CH:12]2[C:20]3[C:15](=[CH:16][CH:17]=[CH:18][CH:19]=3)[CH2:14][CH2:13]2)=[O:11])=[CH:6][CH:5]=1)([O-:3])=[O:2].[Cl:23][S:24](O)(=[O:26])=[O:25]>C(Cl)(Cl)Cl>[N+:1]([C:4]1[CH:5]=[CH:6][C:7]([CH2:8][O:9][C:10]([CH:12]2[C:20]3[C:15](=[CH:16][CH:17]=[C:18]([S:24]([Cl:23])(=[O:26])=[O:25])[CH:19]=3)[CH2:14][CH2:13]2)=[O:11])=[CH:21][CH:22]=1)([O-:3])=[O:2]. Reported procedure: To a solution of indan-1-carboxylic acid 4-nitro-benzyl ester (2.3 g, 8.1 mmol) in anhydrous CHCl3 (13 mL) at −20° C. was added chlorosulfonic acid (2.8 g, 24.0 mmol) over a period of 10 minutes. The mixture was warmed to ambient temperature and stirred for 16 h. The reaction mixture was combined with ice-water and the resulting layer was extracted with CH2Cl2. The CH2Cl2 layer was washed with brine and was dried over anhydrous Na2SO4. The crude product was purified using flash silica chromatogr... The product is NS(=O)(=O)c1cc(CO)ccc1Cl. Reaction SMILES: [BH4-:19].[CH2:21]1[O:22][CH2:23][CH2:24][CH2:25]1.[CH3:26][CH2:27][OH:28].[Ca+2:17].[Cl-:16].[Cl-:18].[NH2:1][S:2](=[O:3])(=[O:4])[c:5]1[cH:6][c:7]([C:8](=[O:9])[O:10][CH3:11])[cH:12][cH:13][c:14]1[Cl:15].[Na+:20]>>[NH2:1][S:2](=[O:3])(=[O:4])[c:5]1[cH:6][c:7]([CH2:8][OH:9])[cH:12][cH:13][c:14]1[Cl:15]. Starting materials: [BH4-], C1CCOC1, CCO, [Ca+2], [Cl-], [Cl-], COC(=O)c1ccc(Cl)c(S(N)(=O)=O)c1, [Na+].